Dataset: the Open Reaction Database (ORD), a public repository of structured organic reaction records. Task: describe an organic reaction: reactants, conditions, products, and yield Reactants: CCOC(C)=O, CC(C)(C)OC(=O)Nc1cc(C2=NOC(c3cc(Cl)cc(Cl)c3)(C(F)(F)F)C2)ccc1Cl, [H-], [Na+], C1CCOC1, O, NOP(=O)(c1ccccc1)c1ccccc1. As a reaction SMILES: [CH3:57][CH2:58][O:59][C:60](=[O:61])[CH3:62].[Cl:3][c:4]1[c:5]([NH:27][C:28]([O:29][C:30]([CH3:31])([CH3:32])[CH3:33])=[O:34])[cH:6][c:7]([C:10]2=[N:11][O:12][C:13]([C:15]([F:16])([F:17])[F:18])([c:19]3[cH:20][c:21]([Cl:26])[cH:22][c:23]([Cl:25])[cH:24]3)[CH2:14]2)[cH:8][cH:9]1.[H-:1].[Na+:2].[O:52]1[CH2:53][CH2:54][CH2:55][CH2:56]1.[OH2:51].[c:35]1([P:36]([O:37][NH2:50])([c:38]2[cH:39][cH:40][cH:41][cH:42][cH:43]2)=[O:44])[cH:45][cH:46][cH:47][cH:48][cH:49]1>>[Cl:3][c:4]1[c:5]([N:27]([C:28]([O:29][C:30]([CH3:31])([CH3:32])[CH3:33])=[O:34])[NH2:50])[cH:6][c:7]([C:10]2=[N:11][O:12][C:13]([C:15]([F:16])([F:17])[F:18])([c:19]3[cH:20][c:21]([Cl:26])[cH:22][c:23]([Cl:25])[cH:24]3)[CH2:14]2)[cH:8][cH:9]1. The product is CC(C)(C)OC(=O)N(N)c1cc(C2=NOC(c3cc(Cl)cc(Cl)c3)(C(F)(F)F)C2)ccc1Cl. Reactants: C(C)(C)C=1C=C2C=C(NC2=CC1)C1=C(N=NC(=C1)C1=CC=NC=C1)OC (5-isopropyl-2-(3-methoxy-6-pyridin-4-yl-pyridazin-4-yl)-1H-indole), [OH-].[Na+] (NaOH). Run in CCO (EtOH). Conditions: temperature 150 celsius. Product: C(C)(C)C=1C=C2C=C(NC2=CC1)C=1C(NN=C(C1)C1=CC=NC=C1)=O (4-(5-Isopropyl-1H-indol-2-yl)-6-pyridin-4-yl-2H-pyridazin-3-one). The yield is 10.5%. RXN SMILES: [CH:1]([C:4]1[CH:5]=[C:6]2[C:10](=[CH:11][CH:12]=1)[NH:9][C:8]([C:13]1[CH:18]=[C:17]([C:19]3[CH:24]=[CH:23][N:22]=[CH:21][CH:20]=3)[N:16]=[N:15][C:14]=1[O:25]C)=[CH:7]2)([CH3:3])[CH3:2].[OH-].[Na+]>CCO>[CH:1]([C:4]1[CH:5]=[C:6]2[C:10](=[CH:11][CH:12]=1)[NH:9][C:8]([C:13]1[C:14](=[O:25])[NH:15][N:16]=[C:17]([C:19]3[CH:20]=[CH:21][N:22]=[CH:23][CH:24]=3)[CH:18]=1)=[CH:7]2)([CH3:3])[CH3:2] |f:1.2|. Procedure details: To a solution of 139 mg (crude material) 5-isopropyl-2-(3-methoxy-6-pyridin-4-yl-pyridazin-4-yl)-1H-indole in 2.5 ml EtOH is added 2.5 ml aq. NaOH (1 M). The mixture is heated for 10 min at 150° C. using microwave. After cooling to room temperature the mixture is filtered and purified by HPLC to give 14 mg (11%) of the desired product as yellow solid. The reactants are CC(C)(C)[O-], CN1CCCC1=O, O=S(=O)(Nc1nccnc1Cl)c1cccc(Cl)c1Cl, [K+], OCc1ccc(COC2CCCCO2)cc1, C1CCOC1, O=C(O)CC(O)(CC(=O)O)C(=O)O. Product: O=S(=O)(Nc1nccnc1OCc1ccc(COC2CCCCO2)cc1)c1cccc(Cl)c1Cl. Reaction SMILES: [CH3:36][C:37]([CH3:38])([O-:39])[CH3:40].[CH3:60][N:61]1[CH2:62][CH2:63][CH2:64][C:65]1=[O:66].[Cl:1][c:2]1[c:3]([S:9](=[O:10])(=[O:11])[NH:12][c:13]2[n:14][cH:15][cH:16][n:17][c:18]2[Cl:19])[cH:4][cH:5][cH:6][c:7]1[Cl:8].[K+:41].[O:20]1[CH:21]([O:26][CH2:27][c:28]2[cH:29][cH:30][c:31]([CH2:34][OH:35])[cH:32][cH:33]2)[CH2:22][CH2:23][CH2:24][CH2:25]1.[O:55]1[CH2:56][CH2:57][CH2:58][CH2:59]1.[OH:42][C:43]([CH2:44][C:45]([C:46](=[O:47])[OH:48])([CH2:49][C:50](=[O:51])[OH:52])[OH:53])=[O:54]>>[Cl:1][c:2]1[c:3]([S:9](=[O:10])(=[O:11])[NH:12][c:13]2[n:14][cH:15][cH:16][n:17][c:18]2[O:35][CH2:34][c:31]2[cH:30][cH:29][c:28]([CH2:27][O:26][CH:21]3[O:20][CH2:25][CH2:24][CH2:23][CH2:22]3)[cH:33][cH:32]2)[cH:4][cH:5][cH:6][c:7]1[Cl:8]. The reactants are C(#N)[BH3-].[Na+] (sodium cyanoborohydride), OC1=CC=C(C=O)C=C1 (4-hydroxybenzaldehyde), C(CC)NCCC (dipropylamine), C(OC)(OC)OC (trimethyl orthoformate). Solvent: CO (methanol), C(C)(=O)O (acetic acid). Run at time 15 minute. The product is C(CC)N(CCC)CC1=CC=C(C=C1)O (4-(N,N-dipropylamino)methylphenol). RXN SMILES: [OH:1][C:2]1[CH:9]=[CH:8][C:5]([CH:6]=O)=[CH:4][CH:3]=1.[CH2:10]([NH:13][CH2:14][CH2:15][CH3:16])[CH2:11][CH3:12].C(OC)(OC)OC.C([BH3-])#N.[Na+]>CO.C(O)(=O)C>[CH2:10]([N:13]([CH2:6][C:5]1[CH:8]=[CH:9][C:2]([OH:1])=[CH:3][CH:4]=1)[CH2:14][CH2:15][CH3:16])[CH2:11][CH3:12] |f:3.4|. Reported procedure: In methanol, 4-hydroxybenzaldehyde (manufactured by Tokyo Kasei Kogyo Co., Ltd.) (1.00 g) was dissolved. Then, the solution was added with dipropylamine (1.24 ml), trimethyl orthoformate (1.0 ml), and acetic acid (500 μl) and stirred at room temperature for 15 minutes. The solution was cooled to 0° C. and added with sodium cyanoborohydride (773 mg), followed by stirring for 6 hours at room temperature. After completion of the reaction, the solvent was distilled off under reduced pressure and the... Reactants: N1=CC=C(C=C1)C=1N=NC(=CC1C1=CC(=CC=C1)C(F)(F)F)C1CCN(CC1)C(=O)OCC1=CC=CC=C1 (3-(pyridin-4-yl)-4-(3-trifluoromethylphenyl)-6-(N-carbobenzoxypiperidin-4-yl)pyridazine), Br.CC(=O)O (HBr AcOH). Product: N1=CC=C(C=C1)C=1N=NC(=CC1C1=CC(=CC=C1)C(F)(F)F)C1CCNCC1 (3-(pyridine-4-yl)-4-(3-trifluoromethylphenyl)-6-(piperidin-4-yl)pyridazine). Reaction SMILES: [N:1]1[CH:6]=[CH:5][C:4]([C:7]2[N:8]=[N:9][C:10]([CH:23]3[CH2:28][CH2:27][N:26](C(OCC4C=CC=CC=4)=O)[CH2:25][CH2:24]3)=[CH:11][C:12]=2[C:13]2[CH:18]=[CH:17][CH:16]=[C:15]([C:19]([F:22])([F:21])[F:20])[CH:14]=2)=[CH:3][CH:2]=1.Br.CC(O)=O>Cl>[N:1]1[CH:6]=[CH:5][C:4]([C:7]2[N:8]=[N:9][C:10]([CH:23]3[CH2:28][CH2:27][NH:26][CH2:25][CH2:24]3)=[CH:11][C:12]=2[C:13]2[CH:18]=[CH:17][CH:16]=[C:15]([C:19]([F:21])([F:20])[F:22])[CH:14]=2)=[CH:3][CH:2]=1 |f:1.2|. Run at time 3 hour. Procedure: Under Ar, a mixture of 35 (0.68 g, 1.3 mmol) and 30% HBr—AcOH (10 mL) was stirred at room temperature. After 3 h, 3N HCl (50 mL) was added and the solution extracted with Et2O (2×). The aqueous layer was basified with saturated Na2CO3 and extracted with EtOAc (6×). The organic extracts were dried, filtered and concentrated to dryness. The residue was crystallzed from EtOAc-hexanes to yield 73 mg (15%) of 36 mp 148-50° C. The solvent is Cl (HCl). The yield is 14.6%. Reactants: N1(C=CC=C1)C=1C=C(C=CC1)NC1=C(C=C(C=C1)[N+](=O)[O-])[N+](=O)[O-] (N-(3-(1-Pyrrolyl)phenyl)-2-nitro-4-nitroaniline), O1C=C(C=C1)B(O)O (3-furanylboronic acid). Yields the product N1(C=CC=C1)C=1C=C(C=CC1)NC1=C(C=C(C=C1)C1=COC=C1)[N+](=O)[O-] (N-(3-(1-Pyrrolyl)phenyl)-4-(3-furanyl)-2-nitroaniline). Isolated yield 86.0%. Reaction SMILES: [N:1]1([C:6]2[CH:7]=[C:8]([NH:12][C:13]3[CH:18]=[CH:17][C:16]([N+]([O-])=O)=[CH:15][C:14]=3[N+:22]([O-:24])=[O:23])[CH:9]=[CH:10][CH:11]=2)[CH:5]=[CH:4][CH:3]=[CH:2]1.[O:25]1[CH:29]=[CH:28][C:27](B(O)O)=[CH:26]1>>[N:1]1([C:6]2[CH:7]=[C:8]([NH:12][C:13]3[CH:18]=[CH:17][C:16]([C:27]4[CH:28]=[CH:29][O:25][CH:26]=4)=[CH:15][C:14]=3[N+:22]([O-:24])=[O:23])[CH:9]=[CH:10][CH:11]=2)[CH:5]=[CH:4][CH:3]=[CH:2]1. Reported procedure: N-(3-(1-Pyrrolyl)phenyl)-4-(3-furanyl)-2-nitroaniline (7k) was prepared analogously from 6k (Example 9) and 3-furanylboronic acid. Yield: 86%. Mp 129-131° C. Starting materials: [Na] (sodium), S(=O)(=O)(O)O.C(CCCCC)NC(=N)N (n-hexylguanidine sulfate). The product is C(CCCCC)N=C=O (n-hexyl isocyanate). As a reaction SMILES: [Na].S(O)(O)(=O)=[O:3].[CH2:7]([NH:13][C:14](N)=N)[CH2:8][CH2:9][CH2:10][CH2:11][CH3:12]>>[CH2:7]([N:13]=[C:14]=[O:3])[CH2:8][CH2:9][CH2:10][CH2:11][CH3:12] |f:1.2,^1:0|. Procedure: Proceeding in a manner similar to that described above in part A of Example 18, and using 4.5 g. of sodium, 38.4 g. of n-hexylguanidine sulfate, and 25.4 g. of n-hexyl isocyanate, there was obtained 11.1 g. of 1-n-hexylamidino-3-n-hexylurea having the structural formula ##STR62## as a white crystalline solid which melted at 75°-78° C. The solubility of this base in water at 25° C. was less than 0.25 percent. In 95 percent ethyl alcohol at 25° C. it was soluble to the extent of 5 percent (w/v); a...